From a dataset of the Open Reaction Database (ORD), a public repository of structured organic reaction records. describe an organic reaction: reactants, conditions, products, and yield Starting materials: O=C([O-])O, CCOC(C)=O, NC(Cc1cccc(C(F)(F)F)c1)C(O)c1ccc(F)cc1, [Na+], O, O=C(Cl)c1cccc2ccccc12. The product is O=C(NC(Cc1cccc(C(F)(F)F)c1)C(O)c1ccc(F)cc1)c1cccc2ccccc12. RXN SMILES: [C:36](=[O:37])([O-:38])[OH:39].[CH3:41][CH2:42][O:43][C:44](=[O:45])[CH3:46].[NH2:1][CH:2]([CH:3]([OH:4])[c:5]1[cH:6][cH:7][c:8]([F:11])[cH:9][cH:10]1)[CH2:12][c:13]1[cH:14][c:15]([C:19]([F:20])([F:21])[F:22])[cH:16][cH:17][cH:18]1.[Na+:40].[OH2:47].[c:23]1([C:33](=[O:34])[Cl:35])[cH:24][cH:25][cH:26][c:27]2[cH:28][cH:29][cH:30][cH:31][c:32]12>>[NH:1]([CH:2]([CH:3]([OH:4])[c:5]1[cH:6][cH:7][c:8]([F:11])[cH:9][cH:10]1)[CH2:12][c:13]1[cH:14][c:15]([C:19]([F:20])([F:21])[F:22])[cH:16][cH:17][cH:18]1)[C:33]([c:23]1[cH:24][cH:25][cH:26][c:27]2[cH:28][cH:29][cH:30][cH:31][c:32]12)=[O:34]. Reactants: C(C)(=O)O (Acetic acid), CC1S[C@H]2N(C(=C1)C(=O)OCC(Cl)(Cl)Cl)C(C2NC(CC#N)=O)=O (2,2,2-trichloroethyl 2-methyl-7-(2-cyanoacetamido)-3-cephem-4-carboxylate), C(C)(=O)OCC (ethyl acetate). Reagents/catalysts: [Zn] (zinc). Solvent: CN(C=O)C (dimethylformamide). Product: CC1S[C@H]2N(C(=C1)C(=O)O)C(C2NC(CC#N)=O)=O (2-methyl-7-(2-cyanoacetamido)-3-cephem-4-carboxylic acid). Isolated yield 105.4%. Reaction SMILES: C(O)(=O)C.[CH3:5][CH:6]1[CH:11]=[C:10]([C:12]([O:14]CC(Cl)(Cl)Cl)=[O:13])[N:9]2[C:20](=[O:28])[CH:21]([NH:22][C:23](=[O:27])[CH2:24][C:25]#[N:26])[C@H:8]2[S:7]1.C(OCC)(=O)C>CN(C)C=O.[Zn]>[CH3:5][CH:6]1[CH:11]=[C:10]([C:12]([OH:14])=[O:13])[N:9]2[C:20](=[O:28])[CH:21]([NH:22][C:23](=[O:27])[CH2:24][C:25]#[N:26])[C@H:8]2[S:7]1. Procedure details: Acetic acid (4 ml) and zinc powder (3 g) were added under stirring and ice-cooling to a solution of 2,2,2-trichloroethyl 2-methyl-7-(2-cyanoacetamido)-3-cephem-4-carboxylate (3.2 g) in anhydrous dimethylformamide (15 ml), and the mixture was stirred for 1 hour at the same temperature. After the reaction, ethyl acetate (100 ml) was added to the reaction mixture. The insoluble material was filtered off, and the filtrate was washed with 5% hydrochloric acid saturated with sodium chloride, and then ... Reactants: N1=CC=CC=C1 (Pyridine), C(N)(=O)C1OC2=CC=C(C=C2CC1)S(=O)(=O)Cl ((±)-2-Carbamoylchroman-6-sulfonyl chloride), N1=CC=CC=C1 (Pyridine), NC1=CC=C(C=C1)N1N=NN(C1=O)CCCC1CCCC1 (1-(4-aminophenyl)-4-(3-cyclopentylpropyl)-5-tetrazolone). The solvent is O1CCCC1 (tetrahydrofuran), O1CCCC1 (tetrahydrofuran). Run at temperature 50 celsius. Yields the product C1(CCCC1)CCCN1N=NN(C1=O)C1=CC=C(C=C1)NS(=O)(=O)C=1C=C2CCC(OC2=CC1)C(=O)N ((±)-6-{4-[4-(3-Cyclopentylpropyl)-5-oxo-4,5-dihydrotetrazol-1-yl]phenylsulfamoyl}chroman-2-carboxylic acid amide). Isolated yield 55.5%. As a reaction SMILES: N1C=CC=CC=1.[NH2:7][C:8]1[CH:13]=[CH:12][C:11]([N:14]2[C:18](=[O:19])[N:17]([CH2:20][CH2:21][CH2:22][CH:23]3[CH2:27][CH2:26][CH2:25][CH2:24]3)[N:16]=[N:15]2)=[CH:10][CH:9]=1.[C:28]([CH:31]1[CH2:40][CH2:39][C:38]2[C:33](=[CH:34][CH:35]=[C:36]([S:41](Cl)(=[O:43])=[O:42])[CH:37]=2)[O:32]1)(=[O:30])[NH2:29]>O1CCCC1>[CH:23]1([CH2:22][CH2:21][CH2:20][N:17]2[C:18](=[O:19])[N:14]([C:11]3[CH:10]=[CH:9][C:8]([NH:7][S:41]([C:36]4[CH:37]=[C:38]5[C:33](=[CH:34][CH:35]=4)[O:32][CH:31]([C:28]([NH2:29])=[O:30])[CH2:40][CH2:39]5)(=[O:42])=[O:43])=[CH:13][CH:12]=3)[N:15]=[N:16]2)[CH2:27][CH2:26][CH2:25][CH2:24]1. Reported procedure: Pyridine (650 mL, 8.03 mmol) followed by a solution of 1-(4-aminophenyl)-4-(3-cyclopentylpropyl)-5-tetrazolone (2.1 g, 7.32 mmol; prepared as described in WO 97/16189) in tetrahydrofuran (50 mL) were added to a cooled (0° C.) solution of the compound from Example 22 (2.02 g, 7.33 mmol) in tetrahydrofuran (50 mL). The mixture was heated to 50° C. overnight. Pyridine (650 mL) was added and the mixture re-heated to 50° C. After 72 hours the mixture was partitioned between ethyl acetate and water. T...